From a dataset of the Open Reaction Database (ORD), a public repository of structured organic reaction records. describe an organic reaction: reactants, conditions, products, and yield Starting materials: [PH3]=O (phosphine oxide), CP(OCC)C (ethyl dimethylphosphinite), C(C)=O (acetaldehyde), NC(=O)N (urea), B(F)(F)F.CCOCC (boron trifluoride etherate). Yields the product CP(C(C)NC(=O)N)(C)=O (dimethyl (1-ureidoethyl)phosphine oxide). RXN SMILES: [PH3]=O.[CH3:3][P:4]([CH3:8])[O:5]CC.[CH:9](=O)[CH3:10].[NH2:12][C:13]([NH2:15])=[O:14].B(F)(F)F.CCOCC>>[CH3:3][P:4](=[O:5])([CH3:8])[CH:9]([NH:12][C:13]([NH2:15])=[O:14])[CH3:10] |f:4.5|. Reported procedure: This example shows the preparation of a phosphine oxide, that is a compound containing three P--C bonds. Warming (50°-100° C) of a mixture of ethyl dimethylphosphinite, acetaldehyde and urea in the presence of a catalytic amount of boron trifluoride etherate gives dimethyl (1-ureidoethyl)phosphine oxide, a product that cannot be hydrolyzed to an acid of phosphorus. Reactants: C(C(=C)C)(=O)Cl (Methacryloyl chloride), NCCC(=O)O (β-alanine). The product is C(C(=C)C)(=O)NCCC(=O)O (N-methacryloyl β-alanine). RXN SMILES: [C:1](Cl)(=[O:5])[C:2]([CH3:4])=[CH2:3].[NH2:7][CH2:8][CH2:9][C:10]([OH:12])=[O:11]>>[C:1]([NH:7][CH2:8][CH2:9][C:10]([OH:12])=[O:11])(=[O:5])[C:2]([CH3:4])=[CH2:3]. Procedure details: Methacryloyl chloride was reacted with β-alanine to give N-methacryloyl β-alanine which was further reacted with p-nitro aniline to obtain N-methacryloyl β-alanyl p-nitro anilide. N-isobutyryl β-alanyl 2-amino pyridine was used as the print molecule, 0.5 gm (0.0021 mol) N-isobutyryl β-alanyl 2-amino pyridine, 0.468 gm (0.0021 mol) N-methacryloyl histidine, and 0.124 gm (0.0021 mol) CoCl2.6H2O were placed in 5 ml methanol and stirred for 1 hour. Methanol was evaporated under reduced pressure. The...